Dataset: the Open Reaction Database (ORD), a public repository of structured organic reaction records. Task: describe an organic reaction: reactants, conditions, products, and yield The reactants are [H-].[Na+] (sodium hydride), FC=1C=C(C=CC1)C(=O)N1CCC(CC1)O ((3-Fluoro-phenyl)-(4-hydroxy-piperidin-1-yl)-methanone), ClC1=C2C(=NC=N1)N(N=C2)C2=CC=C(C=C2)S(=O)(=O)C (4-chloro-1-(4-methanesulfonyl-phenyl)-1H-pyrazolo[3,4-d]pyrimidine). The solvent is C1CCOC1 (THF). Conditions: time 60 minute. Yields the product FC=1C=C(C=CC1)C(=O)N1CCC(CC1)OC1=C2C(=NC=N1)N(N=C2)C2=CC=C(C=C2)S(=O)(=O)C ((3-Fluoro-phenyl)-{4-[1-(4-methanesulfonyl-phenyl)-1H-pyrazolo[3,4-d]pyrimidin-4-yloxy]-piperidin-1-yl}-methanone). Reaction SMILES: [H-].[Na+].[F:3][C:4]1[CH:5]=[C:6]([C:10]([N:12]2[CH2:17][CH2:16][CH:15]([OH:18])[CH2:14][CH2:13]2)=[O:11])[CH:7]=[CH:8][CH:9]=1.Cl[C:20]1[N:25]=[CH:24][N:23]=[C:22]2[N:26]([C:29]3[CH:34]=[CH:33][C:32]([S:35]([CH3:38])(=[O:37])=[O:36])=[CH:31][CH:30]=3)[N:27]=[CH:28][C:21]=12>C1COCC1>[F:3][C:4]1[CH:5]=[C:6]([C:10]([N:12]2[CH2:13][CH2:14][CH:15]([O:18][C:20]3[N:25]=[CH:24][N:23]=[C:22]4[N:26]([C:29]5[CH:30]=[CH:31][C:32]([S:35]([CH3:38])(=[O:36])=[O:37])=[CH:33][CH:34]=5)[N:27]=[CH:28][C:21]=34)[CH2:16][CH2:17]2)=[O:11])[CH:7]=[CH:8][CH:9]=1 |f:0.1|. Procedure details: In a 16 mL reaction vial was placed sodium hydride (48 mg, 60% in oil, 1.2 mmol) and 5 mL of THF. (3-Fluoro-phenyl)-(4-hydroxy-piperidin-1-yl)-methanone (66 mg, 0.3 mmol) was added to the suspension and the mixture was stirred 60 min under N2 at room temperature, followed by the addition of 4-chloro-1-(4-methanesulfonyl-phenyl)-1H-pyrazolo[3,4-d]pyrimidine (60 mg, 0.2 mmol). After stir another 2 hrs under N2 at room temperature, all of the starting chloropyrozolepyrimidines was completely conver... Reactants: C(C)(C)(C)N (t-butylamine), C1(CCCCC1)C1=CC=C(C=C1)S(=O)(=O)Cl (4-Cyclohexylbenzenesulfonyl Chloride), amine. Solvent: O1CCOCC1 (dioxane). Run at temperature 30 celsius, time 1 hour. Product: C(C)(C)(C)NS(=O)(=O)C1=CC=C(C=C1)C1CCCCC1 (N-t-Butyl-4-Cyclohexylbenzenesulfonamide). Reaction SMILES: [CH:1]1([C:7]2[CH:12]=[CH:11][C:10]([S:13](Cl)(=[O:15])=[O:14])=[CH:9][CH:8]=2)[CH2:6][CH2:5][CH2:4][CH2:3][CH2:2]1.[C:17]([NH2:21])([CH3:20])([CH3:19])[CH3:18]>O1CCOCC1>[C:17]([NH:21][S:13]([C:10]1[CH:11]=[CH:12][C:7]([CH:1]2[CH2:6][CH2:5][CH2:4][CH2:3][CH2:2]2)=[CH:8][CH:9]=1)(=[O:15])=[O:14])([CH3:20])([CH3:19])[CH3:18]. Reported procedure: The sulfonyl chloride compound obtained in Example II (338 gm, 1.3M) is suspended in dry dioxane (400 ml) under argon atmosphere in a four-necked round-bottomed flask equipped with a condenser, a thermowatch and a constant pressure addition funnel. Excess t-butylamine (210 gm, 2.78M) is added drop-wise and the temperature of the reaction mixture is allowed to increase to approximately 60°-70° C. When the addition of amine is complete, the reaction mixture is aged at 70° C. for one hour, then coo...